This data is from the Open Reaction Database (ORD), a public repository of structured organic reaction records. The task is: describe an organic reaction: reactants, conditions, products, and yield Reactants: FC1(CCN(CC1)C1=CN=CC(=N1)C1=CN(C2=CC=C(C=C12)C1=NN=C(O1)NCC1=CC=C(C=C1)OC)S(=O)(=O)C1=CC=C(C)C=C1)F (5-(3-(6-(4,4-difluoropiperidin-1-yl)pyrazin-2-yl)-1-tosyl-1H-indol-5-yl)-N-(4-methoxybenzyl)-1,3,4-oxadiazol-2-amine). The solvent is O1CCOCC1 (p-dioxane), C(=O)(C(F)(F)F)O (TFA). Product: FC1(CCN(CC1)C1=CN=CC(=N1)C1=CN(C2=CC=C(C=C12)C1=NN=C(O1)N)S(=O)(=O)C1=CC=C(C)C=C1)F (5-(3-(6-(4,4-difluoropiperidin-1-yl)pyrazin-2-yl)-1-tosyl-1H-indol-5-yl)-1,3,4-oxadiazol-2-amine). The yield is 72.2%. Reaction SMILES: [F:1][C:2]1([F:48])[CH2:7][CH2:6][N:5]([C:8]2[N:13]=[C:12]([C:14]3[C:22]4[C:17](=[CH:18][CH:19]=[C:20]([C:23]5[O:27][C:26]([NH:28]CC6C=CC(OC)=CC=6)=[N:25][N:24]=5)[CH:21]=4)[N:16]([S:38]([C:41]4[CH:47]=[CH:46][C:44]([CH3:45])=[CH:43][CH:42]=4)(=[O:40])=[O:39])[CH:15]=3)[CH:11]=[N:10][CH:9]=2)[CH2:4][CH2:3]1>C(O)(C(F)(F)F)=O.O1CCOCC1>[F:48][C:2]1([F:1])[CH2:7][CH2:6][N:5]([C:8]2[N:13]=[C:12]([C:14]3[C:22]4[C:17](=[CH:18][CH:19]=[C:20]([C:23]5[O:27][C:26]([NH2:28])=[N:25][N:24]=5)[CH:21]=4)[N:16]([S:38]([C:41]4[CH:47]=[CH:46][C:44]([CH3:45])=[CH:43][CH:42]=4)(=[O:40])=[O:39])[CH:15]=3)[CH:11]=[N:10][CH:9]=2)[CH2:4][CH2:3]1. Reported procedure: A solution of 5-(3-(6-(4,4-difluoropiperidin-1-yl)pyrazin-2-yl)-1-tosyl-1H-indol-5-yl)-N-(4-methoxybenzyl)-1,3,4-oxadiazol-2-amine (590 mg) in TFA (5 mL) was heated in a microwave reactor (Personal Chemistry, Biotage AB, Inc., Uppsala, Sweden) at 110° C. for 20 min. The volatiles were removed under reduced pressure. The brown residue was diluted with EtOAc and washed with 0.5 N NaOH. The EtOAc layer was concentrated. The off white solid was stirred with 5 mL Et2O, filtered, rinsed with 2×5 ml of... Starting materials: C(#N)C1(C2CC3CC(CC1C3)C2)COC2=CC(=C(C(=O)OC(C)(C)C)C=C2C2CC2)F (tert-butyl 4-((2-cyanoadamantan-2-yl)methoxy)-5-cyclopropyl-2-fluorobenzoate), C1(CC1)C=1C(=CC(=C(C(=O)OC(C)(C)C)C1)F)OCC1(CCCCC1)C(F)F (tert-butyl 5-cyclopropyl-4-((1-(difluoromethyl)-cyclohexyl)methoxy)-2-fluorobenzoate). Product: C1(CC1)C=1C(=CC(=C(C(=O)O)C1)F)OCC1(CCCCC1)C(F)F (5-cyclopropyl-4-((1-(difluoromethyl)-cyclohexyl)methoxy)-2-fluorobenzoic acid), solid. Isolated yield 96.0%. Reaction SMILES: C(C1(COC2C(C3CC3)=CC(C(OC(C)(C)C)=O)=C(F)C=2)C2CC3CC(CC1C3)C2)#N.[CH:32]1([C:35]2[C:36]([O:49][CH2:50][C:51]3([CH:57]([F:59])[F:58])[CH2:56][CH2:55][CH2:54][CH2:53][CH2:52]3)=[CH:37][C:38]([F:48])=[C:39]([CH:47]=2)[C:40]([O:42]C(C)(C)C)=[O:41])[CH2:34][CH2:33]1>>[CH:32]1([C:35]2[C:36]([O:49][CH2:50][C:51]3([CH:57]([F:59])[F:58])[CH2:56][CH2:55][CH2:54][CH2:53][CH2:52]3)=[CH:37][C:38]([F:48])=[C:39]([CH:47]=2)[C:40]([OH:42])=[O:41])[CH2:34][CH2:33]1. Procedure: Following the procedure as described in Example 332 Step 6, and making variations as required to replace tert-butyl 4-((2-cyanoadamantan-2-yl)methoxy)-5-cyclopropyl-2-fluorobenzoate with tert-butyl 5-cyclopropyl-4-((1-(difluoromethyl)-cyclohexyl)methoxy)-2-fluorobenzoate, the title compound was obtained as a beige solid (0.16 g, 96%): MS (ES+) m/z 343.1 (M+1). The reactants are [Al+3], CCOC(=O)C(C)(C)c1ccccc1, CC(=O)Cl, [Cl-], [Cl-], [Cl-], O=S(=O)(O)O, S=C=S. Yields the product CCOC(=O)C(C)(C)c1ccc(C(C)=O)cc1. RXN SMILES: [Al+3:2].[CH2:9]([CH3:10])[O:11][C:12]([C:13]([CH3:14])([c:15]1[cH:16][cH:17][cH:18][cH:19][cH:20]1)[CH3:21])=[O:22].[CH3:5][C:6]([Cl:7])=[O:8].[Cl-:1].[Cl-:3].[Cl-:4].[S:23](=[O:24])(=[O:25])([OH:26])[OH:27].[S:28]=[C:29]=[S:30]>>[CH3:5][C:6](=[O:8])[c:18]1[cH:17][cH:16][c:15]([C:13]([C:12]([O:11][CH2:9][CH3:10])=[O:22])([CH3:14])[CH3:21])[cH:20][cH:19]1. The reactants are ClC1=NC(=NC(=C1)Cl)SC1=CC=C(C=C1)NC(CC(F)(F)F)=O (N-(4-(4,6-dichloropyrimidin-2-ylthio)phenyl)-3,3,3-trifluoropropanamide), S1N=CN=C1N (1,2,4-thiadiazole-5-amine), CC1(C2=C(C(=CC=C2)P(C3=CC=CC=C3)C4=CC=CC=C4)OC5=C(C=CC=C51)P(C6=CC=CC=C6)C7=CC=CC=C7)C (xanthphos), NaCO3, dioxane(10 cm). The reagents and catalysts are C=1C=CC(=CC1)/C=C/C(=O)/C=C/C2=CC=CC=C2.C=1C=CC(=CC1)/C=C/C(=O)/C=C/C2=CC=CC=C2.C=1C=CC(=CC1)/C=C/C(=O)/C=C/C2=CC=CC=C2.[Pd].[Pd] (Pd2 dba3). Yields the product S1N=CN=C1NC1=NC(=NC(=C1)Cl)SC1=CC=C(C=C1)NC(CC(F)(F)F)=O (N-(4-(4-(1,2,4-thiadiazol-5-ylamino)-6-chloropyrimidin-2-ylthio)phenyl)-3,3,3-trifluoropropanamide). The yield is 31.6%. Reaction SMILES: Cl[C:2]1[CH:7]=[C:6]([Cl:8])[N:5]=[C:4]([S:9][C:10]2[CH:15]=[CH:14][C:13]([NH:16][C:17](=[O:23])[CH2:18][C:19]([F:22])([F:21])[F:20])=[CH:12][CH:11]=2)[N:3]=1.[S:24]1[C:28]([NH2:29])=[N:27][CH:26]=[N:25]1.CC1(C)C2C(=C(P(C3C=CC=CC=3)C3C=CC=CC=3)C=CC=2)OC2C(P(C3C=CC=CC=3)C3C=CC=CC=3)=CC=CC1=2>C1C=CC(/C=C/C(/C=C/C2C=CC=CC=2)=O)=CC=1.C1C=CC(/C=C/C(/C=C/C2C=CC=CC=2)=O)=CC=1.C1C=CC(/C=C/C(/C=C/C2C=CC=CC=2)=O)=CC=1.[Pd].[Pd]>[S:24]1[C:28]([NH:29][C:2]2[CH:7]=[C:6]([Cl:8])[N:5]=[C:4]([S:9][C:10]3[CH:15]=[CH:14][C:13]([NH:16][C:17](=[O:23])[CH2:18][C:19]([F:22])([F:21])[F:20])=[CH:12][CH:11]=3)[N:3]=2)=[N:27][CH:26]=[N:25]1 |f:3.4.5.6.7|. Procedure details: To a round bottom flask was added N-(4-(4,6-dichloropyrimidin-2-ylthio)phenyl)-3,3,3-trifluoropropanamide (350 mg, 0.9 mmol), 1,2,4-thiadiazole-5-amine (100 mg, 0.9 mmol), xanthphos (50 mg, 0.1 mmol), Pd2 dba3 (50 mg, 0.05 mmol), NaCO3 (150 mg, 1.5 mmol) and dioxane(10 cm). The mixture was flushed with nitrogen and then brought to reflux for 2 hours. The mixture was filtered, partitioned between ethylacetate and bicarbonate. The organic layer was dried with magnesium sulfate, and concentrated to... Starting materials: Cc1ccccc1, O=C=Nc1c(F)cccc1F, Nc1ccncc1. Product: O=C(Nc1ccncc1)Nc1c(F)cccc1F. Reaction SMILES: [CH3:19][c:20]1[cH:21][cH:22][cH:23][cH:24][cH:25]1.[F:8][c:9]1[c:10]([N:16]=[C:17]=[O:18])[c:11]([F:15])[cH:12][cH:13][cH:14]1.[NH2:1][c:2]1[cH:3][cH:4][n:5][cH:6][cH:7]1>>[NH:1]([c:2]1[cH:3][cH:4][n:5][cH:6][cH:7]1)[C:17]([NH:16][c:10]1[c:9]([F:8])[cH:14][cH:13][cH:12][c:11]1[F:15])=[O:18]. Reactants: C(=O)(OC(C)(C)C)N1CCC(CC1)(C1CCCCC1)CN=[N+]=[N-] (1-Boc-4-(azidomethyl)-4-cyclohexylpiperidine), C1CCOC1 (THF), C1(=CC=CC=C1)P(C1=CC=CC=C1)C1=CC=CC=C1 (triphenylphosphine). Run in C(C)(=O)OCC (ethyl acetate), O (water), O (water). Reaction conditions: time 3.5 hour. Product: C(=O)(OC(C)(C)C)N1CCC(CC1)(CN)C1CCCCC1 (1-Boc-4-cyclohexyl-4-(aminomethyl)piperidine). The yield is 26.5%. Reaction SMILES: [C:1]([N:8]1[CH2:13][CH2:12][C:11]([CH2:20][N:21]=[N+]=[N-])([CH:14]2[CH2:19][CH2:18][CH2:17][CH2:16][CH2:15]2)[CH2:10][CH2:9]1)([O:3][C:4]([CH3:7])([CH3:6])[CH3:5])=[O:2].C1COCC1.C1(P(C2C=CC=CC=2)C2C=CC=CC=2)C=CC=CC=1>C(OCC)(=O)C.O>[C:1]([N:8]1[CH2:9][CH2:10][C:11]([CH:14]2[CH2:19][CH2:18][CH2:17][CH2:16][CH2:15]2)([CH2:20][NH2:21])[CH2:12][CH2:13]1)([O:3][C:4]([CH3:6])([CH3:7])[CH3:5])=[O:2]. Reported procedure: A 25-mL, round-bottomed flask was charged with Intermediate 1c (0.259 g, 0.803 mmol), 8 mL of THF, and triphenylphosphine (0.32 g, 0.884 mmol). The mixture was stirred at room temperature for 3.5 h and then 0.10 mL of water was added. The resulting reaction mixture was stirred at room temperature for 66 h, and then diluted with ethyl acetate and water. The layers were separated, and the organic phase was washed with water and saturated sodium chloride solution, dried over potassium carbonate, fi... Starting materials: BrN1C(CCC1=O)=O (N-bromo-succinimide), C(C)(=O)O[C@H]1C[C@@H](CC2=CC[C@H]3[C@@H]4CC[C@H]([C@@H]([C@@H](CCC(C)(C)O)OC(C)=O)C)[C@]4(CC[C@@H]3[C@@]12C)C)OC(C)=O ((22R)-1α,3β,22-triacetoxycholest-5-en-25-ol), ice water. The solvent is C(Cl)(Cl)(Cl)Cl (carbon tetrachloride). Reaction conditions: time 8 hour. Product: C(C)(=O)O[C@H]1C[C@@H](CC2=CC=C3[C@@H]4CC[C@H]([C@@H]([C@@H](CCC(C)(C)O)OC(C)=O)C)[C@]4(CC[C@@H]3[C@@]12C)C)OC(C)=O ((22R)-1α,3β,22-triacetoxycholest-5,7-dien-25-ol). The yield is 9.5%. As a reaction SMILES: [C:1]([O:4][C@@H:5]1[C@@:34]2([CH3:35])[C:9](=[CH:10][CH2:11][C@@H:12]3[C@@H:33]2[CH2:32][CH2:31][C@@:30]2([CH3:36])[C@H:13]3[CH2:14][CH2:15][C@@H:16]2[C@H:17]([CH3:29])[C@H:18]([O:25][C:26](=[O:28])[CH3:27])[CH2:19][CH2:20][C:21]([OH:24])([CH3:23])[CH3:22])[CH2:8][C@@H:7]([O:37][C:38](=[O:40])[CH3:39])[CH2:6]1)(=[O:3])[CH3:2].BrN1C(=O)CCC1=O>C(Cl)(Cl)(Cl)Cl>[C:1]([O:4][C@@H:5]1[C@@:34]2([CH3:35])[C:9](=[CH:10][CH:11]=[C:12]3[C@@H:33]2[CH2:32][CH2:31][C@@:30]2([CH3:36])[C@H:13]3[CH2:14][CH2:15][C@@H:16]2[C@H:17]([CH3:29])[C@H:18]([O:25][C:26](=[O:28])[CH3:27])[CH2:19][CH2:20][C:21]([OH:24])([CH3:22])[CH3:23])[CH2:8][C@@H:7]([O:37][C:38](=[O:40])[CH3:39])[CH2:6]1)(=[O:3])[CH3:2]. Reported procedure: 18.4 mg of (22R)-1α,3β,22-triacetoxycholest-5-en-25-ol (IVa1) was dissolved in 2 ml of carbon tetrachloride; the solution was refluxed under heating under argon gas atmosphere, and then 8.2 mg of N-bromo-succinimide was added to the mixture. After refluxing for 25 minutes, the mixture was cooled with ice-water, and the insoluble material was removed by filtration. The filtrate was concentrated under reduced pressure, and the residue was dissolved in 1.5 ml of xylene, and the solution was added d... Reactants: FC(C1=NN=NN1C1=CC=C(C=C1)O)(F)F (4-(5-trifluoromethyl-tetrazol-1-yl)-phenol), FC(C(=O)O)(F)F (trifluoroacetic acid), C1N2CN3CN1CN(C2)C3 (hexamethylenetetramine), C1N2CN3CN1CN(C2)C3 (hexamethylenetetramine), OS(=O)(=O)O (H2SO4). The solvent is O (water). Conditions: time 30 minute. Product: OC1=C(C=O)C=C(C=C1)N1N=NN=C1C(F)(F)F (2-Hydroxy-5-(5-trifluoromethyl-tetrazol-1-yl)-benzaldehyde). Isolated yield 66.4%. Reaction SMILES: [F:1][C:2]([F:16])([F:15])[C:3]1[N:7]([C:8]2[CH:13]=[CH:12][C:11]([OH:14])=[CH:10][CH:9]=2)[N:6]=[N:5][N:4]=1.FC(F)(F)[C:19](O)=[O:20].C1N2CN3CN(C2)CN1C3.OS(O)(=O)=O>O>[OH:14][C:11]1[CH:10]=[CH:9][C:8]([N:7]2[C:3]([C:2]([F:1])([F:15])[F:16])=[N:4][N:5]=[N:6]2)=[CH:13][C:12]=1[CH:19]=[O:20]. Procedure details: To a 2 L nitrogen purged round bottom flask fitted with a condenser was charged 67.7 g (0.29 mol) of 4-(5-trifluoromethyl-tetrazol-1-yl)-phenol, 540 mL trifluoroacetic acid, and 86.3 g (0.62 mol, 2.1 eq) of hexamethylenetetramine. The solution was heated to reflux and refluxed for 4 h. An additional 10 g (0.07 mol, 0.24 equiv) of hexamethylenetetramine was added and the solution refluxed overnight. The reaction was cooled and poured slowly into 3 L of 1N H2SO4. The suspension was diluted with an...